Dataset: the Open Reaction Database (ORD), a public repository of structured organic reaction records. Task: describe an organic reaction: reactants, conditions, products, and yield Starting materials: COC(=O)C(CC1CCCC1)c1ccc(C#N)cc1, CNC(N)=O, C[O-], C[O-], CO, [Mg+2]. Yields the product CNC(=O)NC(=O)C(CC1CCCC1)c1ccc(C#N)cc1. Reaction SMILES: [CH3:1][O:2][C:3]([CH:4]([CH2:5][CH:6]1[CH2:7][CH2:8][CH2:9][CH2:10]1)[c:11]1[cH:12][cH:13][c:14]([C:17]#[N:18])[cH:15][cH:16]1)=[O:19].[CH3:20][NH:21][C:22](=[O:23])[NH2:24].[CH3:25][O-:26].[CH3:28][O-:29].[CH3:30][OH:31].[Mg+2:27]>>[C:3]([CH:4]([CH2:5][CH:6]1[CH2:7][CH2:8][CH2:9][CH2:10]1)[c:11]1[cH:12][cH:13][c:14]([C:17]#[N:18])[cH:15][cH:16]1)(=[O:19])[NH:24][C:22]([NH:21][CH3:20])=[O:23]. Conditions: temperature 150 celsius. RXN SMILES: F[C:2]1[CH:7]=[C:6](F)[C:5]([F:9])=[CH:4][C:3]=1[S:10]([CH:13]1[CH2:17][CH2:16][O:15]C1=O)(=[O:12])=[O:11].[Si]([O:26][CH2:27][C@H:28]([CH3:46])[O:29][C:30]1[CH:31]=[C:32]([CH:42]=[C:43]([OH:45])[CH:44]=1)[C:33]([NH:35][C:36]1[CH:40]=[CH:39][N:38]([CH3:41])[N:37]=1)=[O:34])(C(C)(C)C)(C)C.C(=O)([O-])[O-].[Cs+].[Cs+]>C(#N)C>[F:9][C:5]1[C:6]([O:45][C:43]2[CH:42]=[C:32]([CH:31]=[C:30]([O:29][C@@H:28]([CH3:46])[CH2:27][OH:26])[CH:44]=2)[C:33]([NH:35][C:36]2[CH:40]=[CH:39][N:38]([CH3:41])[N:37]=2)=[O:34])=[CH:7][C:2]2[O:15][CH2:16][CH2:17][CH2:13][S:10](=[O:11])(=[O:12])[C:3]=2[CH:4]=1 |f:2.3.4|. Procedure: A solution of 3-[(2,4,5-trifluorophenyl)sulfonyl]dihydrofuran-2(3H)-one (126 mg, 0.45 mmol) and 3-((1S)-2-{[tert-butyl(dimethyl)silyl]oxy}-1-methylethyloxy)-5-hydroxy-N-(1-methyl-1H-pyrazol-3-yl)benzamide (203 mg, 0.50 mmol) in acetonitrile (3.5 mL) was treated with caesium carbonate (650 mg, 2.0 mmol) and heated in a microwave reactor at 150° C. for 1.5 hours. The reaction mixture was filtered and concentrated in vacuo. The residue was then chromatographed on silica, eluting with a gradient of ... Starting materials: FC1=C(C=C(C(=C1)F)F)S(=O)(=O)C1C(OCC1)=O (3-[(2,4,5-trifluorophenyl)sulfonyl]dihydrofuran-2(3H)-one), [Si](C)(C)(C(C)(C)C)OC[C@@H](OC=1C=C(C(=O)NC2=NN(C=C2)C)C=C(C1)O)C (3-((1S)-2-{[tert-butyl(dimethyl)silyl]oxy}-1-methylethyloxy)-5-hydroxy-N-(1-methyl-1H-pyrazol-3-yl)benzamide), C([O-])([O-])=O.[Cs+].[Cs+] (caesium carbonate). The product is FC=1C(=CC2=C(S(CCCO2)(=O)=O)C1)OC=1C=C(C(=O)NC2=NN(C=C2)C)C=C(C1)O[C@H](CO)C (3-[(7-Fluoro-5,5-dioxido-3,4-dihydro-2H-1,5-benzoxathiepin-8-yl)oxy]-5-[(1S)-2-hydroxy-1-methylethoxy]-N-(1-methyl-1H-pyrazol-3-yl)benzamide). Run in C(C)#N (acetonitrile). The yield is 34.3%.